This data is from the Open Reaction Database (ORD), a public repository of structured organic reaction records. The task is: describe an organic reaction: reactants, conditions, products, and yield Starting materials: BrC=1C=C(C=O)C=C(C1O)C(C)(C)C (3-bromo-5-tert-butyl-4-hydroxybenzaldehyde), C(CC#N)#N (malononitrile). Yields the product BrC=1C=C(C=C(C#N)C#N)C=C(C1O)C(C)(C)C (3-bromo-5-tert-butyl-4-hydroxybenzylidenemalononitrile), alcohol. RXN SMILES: [Br:1][C:2]1[CH:3]=[C:4]([CH:7]=[C:8]([C:11]([CH3:14])([CH3:13])[CH3:12])[C:9]=1[OH:10])[CH:5]=O.[C:15](#[N:19])[CH2:16][C:17]#[N:18]>>[Br:1][C:2]1[CH:3]=[C:4]([CH:7]=[C:8]([C:11]([CH3:14])([CH3:13])[CH3:12])[C:9]=1[OH:10])[CH:5]=[C:16]([C:15]#[N:19])[C:17]#[N:18]. Procedure: In a similar manner as described in Example 2 reaction of 3-bromo-5-tert-butyl-4-hydroxybenzaldehyde and malononitrile gave 3-bromo-5-tert-butyl-4-hydroxybenzylidenemalononitrile as pale yellow needles from alcohol m.p. 185°. Starting materials: C1=CC=CC=2C3=CC=CC=C3C(C12)COC(=O)N[C@H](C(=O)OC(C)(C)C)CSC[C@@H](CO)O ((R)-tert-butyl 2-(((9H-fluoren-9-yl)methoxy)carbonylamino)-3-((R)-2,3-dihydroxypropylthio)propanoate), C(CCCCCCC)(=O)Cl (octanoyl chloride), C(CCCCCCCCCCC)(=O)OC[C@H](CSC[C@@H](C(=O)OC(C)(C)C)NC(=O)OCC1C2=CC=CC=C2C=2C=CC=CC12)OC(CCCCCCCCCCC)=O ((R)-3-((R)-2-(((9H-fluoren-9-yl)methoxy)carbonylamino)-3-tert-butoxy-3-oxopropylthio)propane-1,2-diyl didodecanoate). The product is C(CCCCCCC)(=O)OC[C@H](CSC[C@@H](C(=O)OC(C)(C)C)NC(=O)OCC1C2=CC=CC=C2C=2C=CC=CC12)OC(CCCCCCC)=O ((R)-3-((R)-2-(((9H-fluoren-9-yl)methoxy)carbonylamino)-3-tert-butoxy-3-oxopropylthio)propane-1,2-diyl dioctanoate). Reaction SMILES: C1C2C(COC(N[C@@H](CSC[C@H](O)CO)C(OC(C)(C)C)=O)=O)C3C(=CC=CC=3)C=2C=CC=1.C(Cl)(=O)CCCCCCC.[C:44]([O:57][CH2:58][C@@H:59]([O:89][C:90](=[O:102])[CH2:91][CH2:92][CH2:93][CH2:94][CH2:95][CH2:96][CH2:97]CCCC)[CH2:60][S:61][CH2:62][C@H:63]([NH:71][C:72]([O:74][CH2:75][CH:76]1[C:88]2[CH:87]=[CH:86][CH:85]=[CH:84][C:83]=2[C:82]2[C:77]1=[CH:78][CH:79]=[CH:80][CH:81]=2)=[O:73])[C:64]([O:66][C:67]([CH3:70])([CH3:69])[CH3:68])=[O:65])(=[O:56])[CH2:45][CH2:46][CH2:47][CH2:48][CH2:49][CH2:50][CH2:51]CCCC>>[C:44]([O:57][CH2:58][C@@H:59]([O:89][C:90](=[O:102])[CH2:91][CH2:92][CH2:93][CH2:94][CH2:95][CH2:96][CH3:97])[CH2:60][S:61][CH2:62][C@H:63]([NH:71][C:72]([O:74][CH2:75][CH:76]1[C:88]2[CH:87]=[CH:86][CH:85]=[CH:84][C:83]=2[C:82]2[C:77]1=[CH:78][CH:79]=[CH:80][CH:81]=2)=[O:73])[C:64]([O:66][C:67]([CH3:68])([CH3:70])[CH3:69])=[O:65])(=[O:56])[CH2:45][CH2:46][CH2:47][CH2:48][CH2:49][CH2:50][CH3:51]. Procedure: The product was prepared from (R)-tert-butyl 2-(((9H-fluoren-9-yl)methoxy)carbonylamino)-3-((R)-2,3-dihydroxypropylthio)propanoate (10, 1 eq) and octanoyl chloride (3.7 eq) by following the procedure described for compound 11.